Task: describe an organic reaction: reactants, conditions, products, and yield. Dataset: the Open Reaction Database (ORD), a public repository of structured organic reaction records Reactants: FC1=CC(=CC(=N1)N1N=CC=2C=NC(=CC21)C2=NC(=CN=C2)C)C2COC2 (1-[6-fluoro-4-(oxetan-3-yl)-2-pyridyl]-6-(6-methylpyrazin-2-yl)pyrazolo[4,3-c]pyridine), N1C[C@H](CCC1)NC(OC(C)(C)C)=O (tert-butyl N-[(3S)-3-piperidyl]carbamate), CN1CCOCC1 (N-Methylmorpholine). Solvent: CN1C(CCC1)=O (1-Methyl-2-pyrrolidinone). Run at temperature 100 celsius. The product is CC1=CN=CC(=N1)C1=CC2=C(C=N1)C=NN2C2=CC(=CC(=N2)N2C[C@H](CCC2)N)C2COC2 ((S)-1-(6-(6-(6-methylpyrazin-2-yl)-1H-pyrazolo[4,3-c]pyridin-1-yl)-4-(oxetan-3-yl)pyridin-2-yl)piperidin-3-amine). Yield: 27.4%. As a reaction SMILES: F[C:2]1[N:7]=[C:6]([N:8]2[C:16]3[CH:15]=[C:14]([C:17]4[CH:22]=[N:21][CH:20]=[C:19]([CH3:23])[N:18]=4)[N:13]=[CH:12][C:11]=3[CH:10]=[N:9]2)[CH:5]=[C:4]([CH:24]2[CH2:27][O:26][CH2:25]2)[CH:3]=1.[NH:28]1[CH2:33][CH2:32][CH2:31][C@H:30]([NH:34]C(=O)OC(C)(C)C)[CH2:29]1.CN1CCOCC1>CN1CCCC1=O>[CH3:23][C:19]1[N:18]=[C:17]([C:14]2[N:13]=[CH:12][C:11]3[CH:10]=[N:9][N:8]([C:6]4[N:7]=[C:2]([N:28]5[CH2:33][CH2:32][CH2:31][C@H:30]([NH2:34])[CH2:29]5)[CH:3]=[C:4]([CH:24]5[CH2:27][O:26][CH2:25]5)[CH:5]=4)[C:16]=3[CH:15]=2)[CH:22]=[N:21][CH:20]=1. Reported procedure: A mixture of 1-[6-fluoro-4-(oxetan-3-yl)-2-pyridyl]-6-(6-methylpyrazin-2-yl)pyrazolo[4,3-c]pyridine (0.1443 mmol; 63 mg), tert-butyl N-[(3S)-3-piperidyl]carbamate (0.4329 mmol, 80.7 mg), and N-Methylmorpholine (0.3607 mmol; 36.9 mg; 0.0401 mL) in 1-Methyl-2-pyrrolidinone (3 mL) in a sealed pressure vial was heated at 100° C. overnight. The mixture was cooled to room temperature. The solvents were removed. The residue was treated with 20% TFA in DCM at room temperature for 2 h. The mixture was co... The reactants are O (water), methiodide, ClC1=CC=C(C=C1)C(O)(C=1C=NC=NC1)C1=CC=C(C=C1)Cl (α,α-bis(4-chlorophenyl)-pyrimidine-5-methanol), NN (hydrazine). The solvent is C(C)O (ethanol). The product is ClC1=CC=C(C=C1)C(O)(C=1C=NNC1)C1=CC=C(C=C1)Cl (α,α-Bis(4-chlorophenyl)-1H-pyrazole-4-methanol). Reaction SMILES: [Cl:1][C:2]1[CH:7]=[CH:6][C:5]([C:8]([C:16]2[CH:21]=[CH:20][C:19]([Cl:22])=[CH:18][CH:17]=2)([C:10]2[CH:11]=[N:12]C=[N:14][CH:15]=2)[OH:9])=[CH:4][CH:3]=1.NN.O>C(O)C>[Cl:1][C:2]1[CH:7]=[CH:6][C:5]([C:8]([C:16]2[CH:21]=[CH:20][C:19]([Cl:22])=[CH:18][CH:17]=2)([C:10]2[CH:11]=[N:12][NH:14][CH:15]=2)[OH:9])=[CH:4][CH:3]=1. Procedure details: The methiodide salt of α,α-bis(4-chlorophenyl)-pyrimidine-5-methanol (12.8 g) was heated to reflux with 3 g of anhydrous hydrazine in ethanol. The original slurry went into solution and then a precipitate formed, at which time 25 ml of water were added. The mixture was heated at reflux for 20 minutes, filtered hot, water was added and the mixture was extracted with ether. The ether was evaporated and the residue was crystallized from chloroform to provide the title product, m.p. 135°-137° C. The... Starting materials: diphenylphosphoric acid chloride, S[C@H]1C[C@H](N(C1)C(=O)OCC1=CC=C(C=C1)[N+](=O)[O-])C(=O)N1CC(C1)NC(=O)OCC1=CC=C(C=C1)[N+](=O)[O-] ((2S,4S)-4-mercapto-2-[3-(4-nitrobenzyloxycarbonylamino)azetidin-1-ylcarbonyl]-1-(4-nitrobenzyloxycarbonyl)pyrrolidine), O[C@H](C)[C@@H]1[C@@H]2N(C(C([C@@H]2C)=O)C(=O)OCC2=CC=C(C=C2)[N+](=O)[O-])C1=O (4-nitrobenzyl (1R,5R,6S)-6-[(1R)-1-hydroxyethyl]-1-methyl-2-oxo-1-carbapenam-3-carboxylate). The solvent is C(C)#N (acetonitrile), C(C)#N (acetonitrile), C(C)(=O)OCC (ethyl acetate). Conditions: time 1 hour. The product is [N+](=O)([O-])C1=CC=C(COC(=O)NC2CN(C2)C(=O)[C@H]2N(C[C@H](C2)SC=2[C@@H]([C@H]3N(C2C(=O)OCC2=CC=C(C=C2)[N+](=O)[O-])C([C@@H]3[C@@H](C)O)=O)C)C(=O)OCC3=CC=C(C=C3)[N+](=O)[O-])C=C1 (4-Nitrobenzyl (1R,5S,6S)-2-((2S,4S)-2-[3-(4-nitrobenzyloxycarbonylamino)azetidin-1-ylcarbonyl]-1-(4-nitrobenzyloxycarbonyl)pyrrolidin-4-ylthio)-6-[(1R)-1-hydroxyethyl]-1-methyl-1-carbapen-2-em-3-carboxylate). Isolated yield 32.3%. RXN SMILES: C1([ClH]P([ClH]C2C=CC=CC=2)(Cl)=O)C=CC=CC=1.[OH:18][C@@H:19]([C@H:21]1[C:42](=[O:43])[N:23]2[CH:24]([C:29]([O:31][CH2:32][C:33]3[CH:38]=[CH:37][C:36]([N+:39]([O-:41])=[O:40])=[CH:35][CH:34]=3)=[O:30])[C:25](=O)[C@H:26]([CH3:27])[C@H:22]12)[CH3:20].[SH:44][C@@H:45]1[CH2:49][N:48]([C:50]([O:52][CH2:53][C:54]2[CH:59]=[CH:58][C:57]([N+:60]([O-:62])=[O:61])=[CH:56][CH:55]=2)=[O:51])[C@H:47]([C:63]([N:65]2[CH2:68][CH:67]([NH:69][C:70]([O:72][CH2:73][C:74]3[CH:79]=[CH:78][C:77]([N+:80]([O-:82])=[O:81])=[CH:76][CH:75]=3)=[O:71])[CH2:66]2)=[O:64])[CH2:46]1>C(#N)C.C(OCC)(=O)C>[N+:80]([C:77]1[CH:76]=[CH:75][C:74]([CH2:73][O:72][C:70]([NH:69][CH:67]2[CH2:66][N:65]([C:63]([C@@H:47]3[CH2:46][C@H:45]([S:44][C:25]4[C@H:26]([CH3:27])[C@@H:22]5[C@@H:21]([C@H:19]([OH:18])[CH3:20])[C:42](=[O:43])[N:23]5[C:24]=4[C:29]([O:31][CH2:32][C:33]4[CH:34]=[CH:35][C:36]([N+:39]([O-:41])=[O:40])=[CH:37][CH:38]=4)=[O:30])[CH2:49][N:48]3[C:50]([O:52][CH2:53][C:54]3[CH:59]=[CH:58][C:57]([N+:60]([O-:62])=[O:61])=[CH:56][CH:55]=3)=[O:51])=[O:64])[CH2:68]2)=[O:71])=[CH:79][CH:78]=1)([O-:82])=[O:81]. Procedure details: 167 μl of diphenylphosphoric acid chloride and 140 μl of ditsopropylethylamine were added dropwise at the same time, whilst ice-cooling, to a solution of 278 mg of 4-nitrobenzyl (1R,5R,6S)-6-[(1R)-1-hydroxyethyl]-1-methyl-2-oxo-1-carbapenam-3-carboxylate in 4 ml of dry acetonitrile, and the resulting mixture was stirred at the same temperature for 1 hour. At the end of this time, a solution of 430 mg of (2S,4S)-4-mercapto-2-[3-(4-nitrobenzyloxycarbonylamino)azetidin-1-ylcarbonyl]-1-(4-nitrobenzy... Conditions: temperature 25 celsius, time 24 hour. Yields the product Cc3ccc(c1cccc2ccccc12)cc3. The reagents and catalysts are CC(C)P(C(C)C)C(Nc1ccccc1n3nc(c2ccccc2)cc3c4ccccc4)c5ccccc5. Reactants: COCOc1cccc2ccccc12 (substrate), Cc1ccc([Mg]Br)cc1 (effective_coupling_partner). Product: CCOC(=O)C(C(=O)OCC)N1CC(NC(=O)OCc2ccccc2)C1=O. Reaction SMILES: [C:39](=[O:40])([O:41][CH2:42][c:43]1[cH:44][cH:45][cH:46][cH:47][cH:48]1)[N:49]1[CH:50]([C:52](=[O:53])[OH:54])[CH2:51]1.[CH2:27]([CH3:28])[O:29][C:30](=[O:31])[CH:32]([C:33](=[O:34])[O:35][CH2:36][CH3:37])[NH-:38].[CH2:55]1[O:56][CH2:57][CH2:58][CH2:59]1.[NH2:1][CH:2]([C:3]([NH:4][CH:5]([C:6]([O-:7])=[O:8])[C:9]([O-:10])=[O:11])=[O:12])[CH2:13][OH:14].[O:15]=[C:16]([O:17][CH2:18][CH3:19])[N:20]=[N:21][C:22]([O:23][CH2:24][CH3:25])=[O:26]>>[CH2:27]([CH3:28])[O:29][C:30](=[O:31])[CH:32]([C:33](=[O:34])[O:35][CH2:36][CH3:37])[N:38]1[CH2:51][CH:50]([NH:49][C:39](=[O:40])[O:41][CH2:42][c:43]2[cH:44][cH:45][cH:46][cH:47][cH:48]2)[C:52]1=[O:53]. Starting materials: O=C(O)C1CN1C(=O)OCc1ccccc1, CCOC(=O)C([NH-])C(=O)OCC, C1CCOC1, NC(CO)C(=O)NC(C(=O)[O-])C(=O)[O-], CCOC(=O)N=NC(=O)OCC. The reactants are COP1Oc2ccccc2-c2ccccc21, Cc1ccccc1C(=O)Cl, CC(C)=O. Yields the product Cc1ccccc1C(=O)P1(=O)Oc2ccccc2-c2ccccc21. Reaction SMILES: [CH3:11][O:12][P:13]1[O:14][c:15]2[c:16]([cH:23][cH:24][cH:25][cH:26]2)-[c:17]2[c:18]1[cH:19][cH:20][cH:21][cH:22]2.[CH3:1][c:2]1[c:3]([C:4](=[O:5])[Cl:6])[cH:7][cH:8][cH:9][cH:10]1.[CH3:27][C:28](=[O:29])[CH3:30]>>[CH3:1][c:2]1[c:3]([C:4](=[O:5])[P:13]2(=[O:12])[O:14][c:15]3[c:16]([cH:23][cH:24][cH:25][cH:26]3)-[c:17]3[c:18]2[cH:19][cH:20][cH:21][cH:22]3)[cH:7][cH:8][cH:9][cH:10]1.